Dataset: the Open Reaction Database (ORD), a public repository of structured organic reaction records. Task: describe an organic reaction: reactants, conditions, products, and yield The reactants are C(C(=O)O)(=O)O (Oxalic acid), [O-]S(=O)(=O)[O-].[Na+].[Na+] (Na2SO4), O1CCCC=C1 (dihydropyran), OCCC1=CC=C(C=C1)O (4-(2-hydroxyethyl)phenol), [OH-].[Na+] (NaOH). Solvent: CC(=O)C (acetone), O (water). Conditions: time 3 hour. Product: O1C(CCCC1)OCCC1=CC=C(C=C1)O (4-(2-tetrahydropyran-2-yloxyethyl)phenol). As a reaction SMILES: C(O)(=O)C(O)=O.[O-]S([O-])(=O)=O.[Na+].[Na+].[O:14]1[CH:19]=[CH:18][CH2:17][CH2:16][CH2:15]1.[OH:20][CH2:21][CH2:22][C:23]1[CH:28]=[CH:27][C:26]([OH:29])=[CH:25][CH:24]=1.[OH-].[Na+]>CC(C)=O.O>[O:14]1[CH2:15][CH2:16][CH2:17][CH2:18][CH:19]1[O:20][CH2:21][CH2:22][C:23]1[CH:28]=[CH:27][C:26]([OH:29])=[CH:25][CH:24]=1 |f:1.2.3,6.7|. Reported procedure: Oxalic acid (64 g, 0.5 mol), Na2SO4 (400 g) and distilled dihydropyran (600 mL) are added to a solution of 4-(2-hydroxyethyl)phenol (600 g, 4.3 mol) in acetone (3 l) and the mixture stirred for 3 hours. The resulting solution is added to water (4 l) containing 35% NaOH solution (500 mL), and washed with CH2Cl2 (2X). The mixture was stirred vigorously for one hour. The organic phase was washed with water (3×1 l) and evaporated to yield 4-(2-tetrahydropyran-2-yloxyethyl)phenol (9). Starting materials: C(C)(=O)N[C@H](C(=O)OCC)CC1=CC(=CC=C1)[N+](=O)[O-] (ethyl (2S)-2-(acetylamino)-3-(3-nitrophenyl)propanoate), solid, [BH4-].[Na+] (sodium borohydride). Solvent: C(C)O (ethanol). Yields the product OC[C@H](CC1=CC(=CC=C1)[N+](=O)[O-])NC(C)=O (N-[(1S)-2-hydroxy-1-(3-nitrobenzyl)-ethyl]acetamide). The yield is 95.4%. As a reaction SMILES: [C:1]([NH:4][C@@H:5]([CH2:11][C:12]1[CH:17]=[CH:16][CH:15]=[C:14]([N+:18]([O-:20])=[O:19])[CH:13]=1)[C:6](OCC)=[O:7])(=[O:3])[CH3:2].[BH4-].[Na+]>C(O)C>[OH:7][CH2:6][C@@H:5]([NH:4][C:1](=[O:3])[CH3:2])[CH2:11][C:12]1[CH:17]=[CH:16][CH:15]=[C:14]([N+:18]([O-:20])=[O:19])[CH:13]=1 |f:1.2|. Reported procedure: The process is performed as in Example 2, starting with 7.15 g of ethyl (2S)-2-(acetylamino)-3-(3-nitrophenyl)propanoate and 1.46 g of sodium borohydride in 70 cm3 of ethanol. After an identical work-up, 5.8 g of N-[(1S)-2-hydroxy-1-(3-nitrobenzyl)-ethyl]acetamide are obtained in the form of a white solid melting at 131° C. Reactants: C(C)(C)(C)OC(=O)NCCC(=O)N1CCC(CC1)CN(CC)[C@H](CC=1C=CC2=C(CCO2)C1)C ((S)-3-tert-Butoxycarbonylamino-1-[4-({[2-(2,3-dihydrobenzofuran-5-yl)-1-methylethyl]ethylamino}methyl)piperidin-1-yl]-propan-1-one). The solvent is FC(C(=O)O)(F)F (trifluroacetic acid). Conditions: time 4 hour. Product: NCCC(=O)N1CCC(CC1)CN(CC)[C@H](CC=1C=CC2=C(CCO2)C1)C ((S)-3-amino-1-[4-({[2-(2,3-dihydrobenzofuran-5-yl)-1-methylethyl]ethylamino}methyl)piperidin-1-yl]-propan-1-one). Isolated yield 98.7%. Reaction SMILES: C(OC([NH:8][CH2:9][CH2:10][C:11]([N:13]1[CH2:18][CH2:17][CH:16]([CH2:19][N:20]([C@@H:23]([CH3:34])[CH2:24][C:25]2[CH:26]=[CH:27][C:28]3[O:32][CH2:31][CH2:30][C:29]=3[CH:33]=2)[CH2:21][CH3:22])[CH2:15][CH2:14]1)=[O:12])=O)(C)(C)C>FC(F)(F)C(O)=O>[NH2:8][CH2:9][CH2:10][C:11]([N:13]1[CH2:18][CH2:17][CH:16]([CH2:19][N:20]([C@@H:23]([CH3:34])[CH2:24][C:25]2[CH:26]=[CH:27][C:28]3[O:32][CH2:31][CH2:30][C:29]=3[CH:33]=2)[CH2:21][CH3:22])[CH2:15][CH2:14]1)=[O:12]. Procedure details: To (S)-3-tert-Butoxycarbonylamino-1-[4-({[2-(2,3-dihydrobenzofuran-5-yl)-1-methylethyl]ethylamino}methyl)piperidin-1-yl]-propan-1-one (0.76 grams, 1.60 mmol) was added 20% trifluroacetic acid (20 ml). The reaction mixture was stirred at room temperature for 4 hours. The mixture was concentrated under reduced pressure and the residue was partitioned between dichloromethane and 1N sodium hydroxide. The organic layer was washed with water, dried over potassium carbonate and concentrated to give (S)...